Dataset: the Open Reaction Database (ORD), a public repository of structured organic reaction records. Task: describe an organic reaction: reactants, conditions, products, and yield The reactants are C(C)(=O)OC(C)=O (Acetic anhydride), OC1=C(C=CC=C1OC1=C(C=CC=C1)Cl)CCC(=O)O (3-[2-hydroxy-3-(2-chlorophenoxy)phenyl]propionic acid). The solvent is C1=CC=CC=C1 (benzene). Yields the product ClC1=C(OC=2C=CC=C3CCC(OC23)=O)C=CC=C1 (8-(2-chlorophenoxy)chroman-2-one). Yield: 83.1%. Reaction SMILES: C(OC(=O)C)(=O)C.O[C:9]1[C:14]([O:15][C:16]2[CH:21]=[CH:20][CH:19]=[CH:18][C:17]=2[Cl:22])=[CH:13][CH:12]=[CH:11][C:10]=1[CH2:23][CH2:24][C:25]([OH:27])=[O:26]>C1C=CC=CC=1>[Cl:22][C:17]1[CH:18]=[CH:19][CH:20]=[CH:21][C:16]=1[O:15][C:14]1[CH:13]=[CH:12][CH:11]=[C:10]2[C:9]=1[O:27][C:25](=[O:26])[CH2:24][CH2:23]2. Procedure: Acetic anhydride (10 ml) was added to a solution of 3-[2-hydroxy-3-(2-chlorophenoxy)phenyl]propionic acid (5.0 g) in benzene (30 ml), and refluxed under heating for 1.5 hours. The reaction mixture was evaporated, and toluene was added to the residue and then evaporated again. The crystalline residue (4.30 g) was recrystallized from a mixture of ethyl acetate and n-hexane to give 8-(2-chlorophenoxy)chroman-2-one (3.9 g). mp 123°-125° C. Starting materials: CN (methylamine), O1CCCC1 (tetrahydrofuran), FC=1C=CC(=C(C1)S(=O)(=O)Cl)[N+](=O)[O-] (5-fluoro-2-nitrobenzene-1-sulfonyl chloride). Run in ClCCl (dichloromethane). Conditions: time 2 hour. Product: FC=1C=CC(=C(C1)S(=O)(=O)NC)[N+](=O)[O-] (5-fluoro-N-methyl-2-nitrobenzenesulfonamide). Reaction SMILES: [F:1][C:2]1[CH:3]=[CH:4][C:5]([N+:12]([O-:14])=[O:13])=[C:6]([S:8](Cl)(=[O:10])=[O:9])[CH:7]=1.[CH3:15][NH2:16].O1CCCC1>ClCCl>[F:1][C:2]1[CH:3]=[CH:4][C:5]([N+:12]([O-:14])=[O:13])=[C:6]([S:8]([NH:16][CH3:15])(=[O:10])=[O:9])[CH:7]=1. Reported procedure: A solution of 5-fluoro-2-nitrobenzene-1-sulfonyl chloride (2.0 g, 8.35 mmol) in dichloromethane (50 mL) was cooled using an ice water bath. 2M methylamine in tetrahydrofuran (5.0 mL, 10.0 mmol) was added. The resulting solution was stirred for 2 hours. The reaction mixture was washed with 2N HCl solution (2×100 mL), brine (100 mL) and then dried over magnesium sulphate. The solution was filtered before concentrating under reduced pressure to afford 5-fluoro-N-methyl-2-nitrobenzenesulfonamide (1.... Starting materials: O (Water), ClCN1N=CC(=C1)SC(F)(Cl)Cl (1-(chloromethyl)-4-[(dichlorofluoromethyl)thio]-1H-pyrazole), FC(CCC(C#N)C#N)(F)F ((3,3,3-trifluoropropyl) malononitrile), C([O-])([O-])=O.[K+].[K+] (potassium carbonate). Solvent: CN(C=O)C (N,N-dimethylformamide). Run at time 8 hour. Product: ClC(SC=1C=NN(C1)CC(C#N)(C#N)CCC(F)(F)F)(F)Cl ([(4-{(dichlorofluoromethyl)thio}-1H-pyrazole-1-yl)methyl](3,3,3-trifluoropropyl)malononitrile). Yield: 19.0%. Reaction SMILES: Cl[CH2:2][N:3]1[CH:7]=[C:6]([S:8][C:9]([Cl:12])([Cl:11])[F:10])[CH:5]=[N:4]1.[F:13][C:14]([F:23])([F:22])[CH2:15][CH2:16][CH:17]([C:20]#[N:21])[C:18]#[N:19].C(=O)([O-])[O-].[K+].[K+].O>CN(C)C=O>[Cl:11][C:9]([Cl:12])([F:10])[S:8][C:6]1[CH:5]=[N:4][N:3]([CH2:2][C:17]([CH2:16][CH2:15][C:14]([F:13])([F:22])[F:23])([C:18]#[N:19])[C:20]#[N:21])[CH:7]=1 |f:2.3.4|. Procedure details: 0.21 g of 1-(chloromethyl)-4-[(dichlorofluoromethyl)thio]-1H-pyrazole and 0.14 g of (3,3,3-trifluoropropyl) malononitrile were dissolved in 2 ml of N,N-dimethylformamide. 0.12 g of potassium carbonate was added to the solution under ice cooling, followed by stirring at room temperature for overnight. Water was added to the reaction mixture, and then extracted with MTBE. The organic layer was washed with water, dried over anhydrous magnesium sulfate, filtered. The filtrate was concentrated under ... Reactants: CC(C)(C)[Si](Oc1ccc(OCC(O)CNCCc2ccc(NC3CCN(C(=O)NCc4ccc(-n5cccn5)cc4C(F)(F)F)CC3)cc2)cc1)(c1ccccc1)c1ccccc1, CO, ClC(Cl)Cl. The product is O=C(NCc1ccc(-n2cccn2)cc1C(F)(F)F)N1CCC(Nc2ccc(CCNCC(O)COc3ccc(O)cc3)cc2)CC1. RXN SMILES: [C:1]([Si:2]([c:3]1[cH:4][cH:5][cH:53][cH:54][cH:55]1)([O:6][c:7]1[cH:8][cH:9][c:10]([O:11][CH2:12][CH:13]([CH2:14][NH:15][CH2:16][CH2:17][c:18]2[cH:19][cH:20][c:21]([NH:22][CH:23]3[CH2:24][CH2:25][N:26]([C:29](=[O:30])[NH:31][CH2:32][c:33]4[c:34]([C:44]([F:45])([F:46])[F:47])[cH:35][c:36](-[n:39]5[n:40][cH:41][cH:42][cH:43]5)[cH:37][cH:38]4)[CH2:27][CH2:28]3)[cH:48][cH:49]2)[OH:50])[cH:51][cH:52]1)[c:56]1[cH:57][cH:58][cH:59][cH:60][cH:61]1)([CH3:62])([CH3:63])[CH3:64].[CH3:65][OH:66].[CH:67]([Cl:68])([Cl:69])[Cl:70]>>[OH:6][c:7]1[cH:8][cH:9][c:10]([O:11][CH2:12][CH:13]([CH2:14][NH:15][CH2:16][CH2:17][c:18]2[cH:19][cH:20][c:21]([NH:22][CH:23]3[CH2:24][CH2:25][N:26]([C:29](=[O:30])[NH:31][CH2:32][c:33]4[c:34]([C:44]([F:45])([F:46])[F:47])[cH:35][c:36](-[n:39]5[n:40][cH:41][cH:42][cH:43]5)[cH:37][cH:38]4)[CH2:27][CH2:28]3)[cH:48][cH:49]2)[OH:50])[cH:51][cH:52]1. Reactants: Mg, BrC1=CC=C(C=C1)C(OC)OC (1-bromo-4-(dimethoxymethyl)benzene), [NH4+].[Cl-] (NH4Cl), C(C)(=O)OCC (ethyl acetate), BrC1=CC=C(C=C1)C(OC)OC (1-bromo-4-(dimethoxymethyl)benzene), C1(=CC=CC=C1)CC=O (phenylacetaldehyde). Run in C1CCOC1 (THF), C1CCOC1 (THF), C1CCOC1 (THF). The product is COC(C1=CC=C(C=C1)C(CC1=CC=CC=C1)O)OC (1-[4-(dimethoxymethyl)phenyl]-2-phenylethanol). Reaction SMILES: Br[C:2]1[CH:7]=[CH:6][C:5]([CH:8]([O:11][CH3:12])[O:9][CH3:10])=[CH:4][CH:3]=1.[C:13]1([CH2:19][CH:20]=[O:21])[CH:18]=[CH:17][CH:16]=[CH:15][CH:14]=1.[NH4+].[Cl-].C(OCC)(=O)C>C1COCC1>[CH3:10][O:9][CH:8]([O:11][CH3:12])[C:5]1[CH:6]=[CH:7][C:2]([CH:20]([OH:21])[CH2:19][C:13]2[CH:18]=[CH:17][CH:16]=[CH:15][CH:14]=2)=[CH:3][CH:4]=1 |f:2.3|. Procedure: A mixture of Mg turnings 2.4 g (0.1 mol) and 2 mL 1-bromo-4-(dimethoxymethyl)benzene (0.012 mol) in THF (100 mL) was heated under nitrogen atmosphere until the reaction starts. Subsequently additional 1-bromo-4-(dimethoxymethyl)benzene 14.71 mL (0.088 mol) dissolved in 30 mL THF was added slowly and the reaction refluxed for 1 h mixture to complete formation of the Gringnard reagent. A solution of 11.70 mL phenylacetaldehyde (0.1 mol) in 100 mL THF was added at to 0° C. and the reaction refluxed... The yield is 97.0%. Run in CC(C)O (2-propanol). Reported procedure: Chiral hydrogenation of acetophenone was carried out (see formula (8) below). That is, a reaction was carried out in accordance with the procedures of Example 4 using the (R,RR)-ruthenium hydride complex (45.3 mg; 0.0425 mmol) synthesized in Example 1 and using acetophenone (102.1 g; 0.85 mol) as the substrate and 2-propanol (100 mL) as the solvent. However, the hydrogen pressure was set to 10 atmosphere, the reaction temperature was set to 22˜41° C., and the reaction time was set to 14 hours. A... Reactants: C(C)(=O)C1=CC=CC=C1 (acetophenone), [H][H] (hydrogen), ( 8 ), C(C)(=O)C1=CC=CC=C1 (acetophenone). Conditions: time 14 hour. The product is C1(=CC=CC=C1)[C@H](C)O ((S)-1-phenylethanol). RXN SMILES: [C:1]([C:4]1[CH:9]=[CH:8][CH:7]=[CH:6][CH:5]=1)(=[O:3])[CH3:2].[H][H]>CC(O)C>[C:4]1([C@@H:1]([OH:3])[CH3:2])[CH:9]=[CH:8][CH:7]=[CH:6][CH:5]=1. Reactants: crude product, ClC1=C(OCCCCOCC=O)C(=CC(=C1)OCC=C(Cl)Cl)Cl (4-(2,6-dichloro-4-(3,3-dichloro-2-propenyloxy)phenoxy)butyloxyacetaldehyde), Cl (hydrochloric acid), Cl.ClC(=CCON)Cl (O-(3,3-dichloro-2-propenyl)hydroxylamine hydrochloride). Run in N1=CC=CC=C1 (pyridine). Reaction conditions: time 24 hour. The product is ClC(=CCON=CCOCCCCOC1=C(C=C(C=C1Cl)OCC=C(Cl)Cl)Cl)Cl (4-(2,6-dichloro-4-(3,3-dichloro-2-propenyloxy)phenoxy)butyloxyacetaldehyde O-(3,3-dichloro-2-propenyl)oxime). The yield is 80.6%. RXN SMILES: [Cl:1][C:2]1[CH:16]=[C:15]([O:17][CH2:18][CH:19]=[C:20]([Cl:22])[Cl:21])[CH:14]=[C:13]([Cl:23])[C:3]=1[O:4][CH2:5][CH2:6][CH2:7][CH2:8][O:9][CH2:10][CH:11]=O.Cl.[Cl:25][C:26]([Cl:31])=[CH:27][CH2:28][O:29][NH2:30].Cl>N1C=CC=CC=1>[Cl:25][C:26]([Cl:31])=[CH:27][CH2:28][O:29][N:30]=[CH:11][CH2:10][O:9][CH2:8][CH2:7][CH2:6][CH2:5][O:4][C:3]1[C:13]([Cl:23])=[CH:14][C:15]([O:17][CH2:18][CH:19]=[C:20]([Cl:21])[Cl:22])=[CH:16][C:2]=1[Cl:1] |f:1.2|. Procedure details: To a mixture of 0.37 g of 4-(2,6-dichloro-4-(3,3-dichloro-2-propenyloxy)phenoxy)butyloxyacetaldehyde and 10 ml of pyridine was added 0.20 g of O-(3,3-dichloro-2-propenyl)hydroxylamine hydrochloride. After stirring at room temperature for 24 hours, the reaction mixture was poured into diluted hydrochloric acid and extracted twice with diethyl ether. The diethyl ether layers were combined, washed with water, dried over anhydrous magnesium sulfate, and concentrated to give a crude product. This cru... The reactants are COC(CNS(=O)(=O)c1ccc(C)cc1)OC, COc1cccc(CBr)c1, [H-], [Na+], CN(C)C=O. Yields the product COc1cccc(CN(CC(OC)OC)S(=O)(=O)c2ccc(C)cc2)c1. Reaction SMILES: [CH3:1][O:2][CH:3]([CH2:4][NH:5][S:6](=[O:7])(=[O:8])[c:9]1[cH:10][cH:11][c:12]([CH3:15])[cH:13][cH:14]1)[O:16][CH3:17].[CH3:20][O:21][c:22]1[cH:23][c:24]([CH2:25][Br:26])[cH:27][cH:28][cH:29]1.[H-:18].[Na+:19].[O:30]=[CH:31][N:32]([CH3:33])[CH3:34]>>[CH3:1][O:2][CH:3]([CH2:4][N:5]([S:6](=[O:7])(=[O:8])[c:9]1[cH:10][cH:11][c:12]([CH3:15])[cH:13][cH:14]1)[CH2:25][c:24]1[cH:23][c:22]([O:21][CH3:20])[cH:29][cH:28][cH:27]1)[O:16][CH3:17].